This data is from the Open Reaction Database (ORD), a public repository of structured organic reaction records. The task is: describe an organic reaction: reactants, conditions, products, and yield Starting materials: S1(=O)(=O)NC(=O)C2=CC=CC=C12.[Na] (Sodium saccharin), ClCCCCCl (1,4-dichlorobutane). The solvent is CN(C=O)C (dimethylformamide). Product: ClCCCCN1S(C2=C(C1=O)C=CC=C2)(=O)=O (2-(4-Chloro-1-butyl)-3(2H)-benz[d]isothiazolone 1,1-Dioxide). Yield: 12.9%. Reaction SMILES: [S:1]1([C:12]2[C:7](=[CH:8][CH:9]=[CH:10][CH:11]=2)[C:5](=[O:6])[NH:4]1)(=[O:3])=[O:2].[Na].[Cl:14][CH2:15][CH2:16][CH2:17][CH2:18]Cl>CN(C)C=O>[Cl:14][CH2:15][CH2:16][CH2:17][CH2:18][N:4]1[C:5](=[O:6])[C:7]2[CH:8]=[CH:9][CH:10]=[CH:11][C:12]=2[S:1]1(=[O:2])=[O:3] |f:0.1,^1:12|. Procedure details: Sodium saccharin (5.6 g, 0.027 mole) and 1,4-dichlorobutane (14.9 ml, 0.135 mole) were taken into 100 ml of dimethylformamide and heated on a steam bath for 4 hours. The reaction mixture was evaporated in vacuo to an oil and the oil extracted with 100 ml of hexane. Residual hexane was removed from the remaining oil by vacuum evaporation to yield the title product (956 mg). The reactants are foam, ClC1=CC=C(C=C1)C1=NC2=C(N1C(CO)C1CCCCC1)C=C(C(=C2)F)F (2-[2-(4-chloro-phenyl)-5,6-difluoro-benzoimidazol-1-yl]-2-cyclohexyl-ethanol), ClC=1C=C(C(=O)OC)C=CC1O (methyl 3-chloro-4-hydroxybenzoate), N(=NC(=O)OC(C)(C)C)C(=O)OC(C)(C)C (di-tert-butyl azodicarboxylate). RXN SMILES: [Cl:1][C:2]1[CH:7]=[CH:6][C:5]([C:8]2[N:12]([CH:13]([CH:16]3[CH2:21][CH2:20][CH2:19][CH2:18][CH2:17]3)[CH2:14][OH:15])[C:11]3[CH:22]=[C:23]([F:27])[C:24]([F:26])=[CH:25][C:10]=3[N:9]=2)=[CH:4][CH:3]=1.[Cl:28][C:29]1[CH:30]=[C:31]([CH:36]=[CH:37][C:38]=1O)[C:32]([O:34][CH3:35])=[O:33].N(C(OC(C)(C)C)=O)=NC(OC(C)(C)C)=O>>[CH3:35][O:34][C:32](=[O:33])[C:31]1[CH:36]=[CH:37][C:38]([O:15][CH2:14][CH:13]([N:12]2[C:11]3[CH:22]=[C:23]([F:27])[C:24]([F:26])=[CH:25][C:10]=3[N:9]=[C:8]2[C:5]2[CH:6]=[CH:7][C:2]([Cl:1])=[CH:3][CH:4]=2)[CH:16]2[CH2:17][CH2:18][CH2:19][CH2:20][CH2:21]2)=[C:29]([Cl:28])[CH:30]=1. Product: COC(C1=CC(=C(C=C1)OCC(C1CCCCC1)N1C(=NC2=C1C=C(C(=C2)F)F)C2=CC=C(C=C2)Cl)Cl)=O (3-Chloro-4-{2-[2-(4-chloro-phenyl)-5,6-difluoro-benzoimidazol-1-yl]-2-cyclohexyl-ethoxy}-benzoic acid methyl ester). Procedure: The title compound was prepared in analogy to Example 4, intermediate, from 2-[2-(4-chloro-phenyl)-5,6-difluoro-benzoimidazol-1-yl]-2-cyclohexyl-ethanol (Ex. 1, int. c) and methyl 3-chloro-4-hydroxybenzoate (commercially available) and replacing di-ethyl azodicarboxylate by di-tert-butyl azodicarboxylate. White foam (81%). MS (Turbo Spray): m/z=559.1 [M+H].